From a dataset of the Open Reaction Database (ORD), a public repository of structured organic reaction records. describe an organic reaction: reactants, conditions, products, and yield Reactants: CC1=CC=2[C@@H]3C4=CC=CC=C4[C@H](C2C=C1)C(C3O)O (cis-2-methyl-9,10-dihydro-9,10-ethanoanthracene-11,12-diol), crystals, I(=O)(=O)(=O)[O-].[Na+] (sodium periodate). The solvent is C(C)O (ethanol). Conditions: time 2 hour. Product: CC1=CC=2C(C3=CC=CC=C3C(C2C=C1)C=O)C=O (2-Methyl-9,10-dihydro-9,10-anthracenedicarboxaldehyde). As a reaction SMILES: [CH3:1][C:2]1[CH:15]=[CH:14][C:13]2[C@@H:12]3[CH:16]([OH:19])[CH:17]([OH:18])[C@@H:5]([C:6]4[C:11]3=[CH:10][CH:9]=[CH:8][CH:7]=4)[C:4]=2[CH:3]=1.I([O-])(=O)(=O)=O.[Na+]>C(O)C>[CH3:1][C:2]1[CH:15]=[CH:14][C:13]2[CH:12]([CH:16]=[O:19])[C:11]3[C:6](=[CH:7][CH:8]=[CH:9][CH:10]=3)[CH:5]([CH:17]=[O:18])[C:4]=2[CH:3]=1 |f:1.2|. Procedure: A 2.5 g. portion of cis-2-methyl-9,10-dihydro-9,10-ethanoanthracene-11,12-diol [obtained above as yellow crystals (m.p. 227°-228° C.)] is suspended in 100 ml. of an aqueous solution containing 2.14 g. of sodium periodate and one ml. of ethanol. The mixture is stirred at room temperature for 2 hours and the solid is collected by filtration, washed with water and dried giving the desired product as a pale yellow solid, m.p. 125°-126° C. Starting materials: CSc1cc(SC)c2oc3ccc(C(=O)O)cc3c(=O)c2c1, CI, CN(C)C=O, [Li+], [Li+], O=C([O-])[O-]. The product is COC(=O)c1ccc2oc3c(SC)cc(SC)cc3c(=O)c2c1. RXN SMILES: [CH3:1][S:2][c:3]1[c:4]2[o:5][c:6]3[cH:7][cH:8][c:9]([C:20](=[O:21])[OH:22])[cH:10][c:11]3[c:12](=[O:19])[c:13]2[cH:14][c:15]([S:17][CH3:18])[cH:16]1.[CH3:23][I:24].[CH3:31][N:32]([CH3:33])[CH:34]=[O:35].[Li+:25].[Li+:26].[O-:27][C:28](=[O:29])[O-:30]>>[CH3:1][S:2][c:3]1[c:4]2[o:5][c:6]3[cH:7][cH:8][c:9]([C:20](=[O:21])[O:22][CH3:28])[cH:10][c:11]3[c:12](=[O:19])[c:13]2[cH:14][c:15]([S:17][CH3:18])[cH:16]1. The reactants are C(C(=O)Cl)(=O)Cl (oxalyl chloride), [Cl-].[Al+3].[Cl-].[Cl-] (aluminum chloride), C(C)OC(CCC=1C=C(C(=O)O)C=CC1OCC(C)C)=O (3-(3-ethoxy-3-oxopropyl)-4-isobutoxybenzoic acid), [Cl-].[Al+3].[Cl-].[Cl-] (aluminum chloride), C(CC(C)C)OC1=CC(=CC=C1)OCCC(C)C (1,3-diisopentyloxybenzene). The solvent is CN(C=O)C (N,N-dimethylformamide), C(Cl)Cl (methylene chloride), O (water), C(Cl)Cl (methylene chloride). Conditions: time 1 hour. Product: OC1=C(C(=O)C=2C=CC(=C(C2)CCC(=O)OCC)OCC(C)C)C=CC(=C1)OCCC(C)C (ethyl 3-[5-(2-hydroxy-4-isopentyloxybenzoyl)-2-isobutoxyphenyl]propanoate). Yield: 40.6%. As a reaction SMILES: [CH2:1]([O:3][C:4](=[O:21])[CH2:5][CH2:6][C:7]1[CH:8]=[C:9]([CH:13]=[CH:14][C:15]=1[O:16][CH2:17][CH:18]([CH3:20])[CH3:19])[C:10]([OH:12])=O)[CH3:2].C(Cl)(=O)C(Cl)=O.[Cl-].[Al+3].[Cl-].[Cl-].[CH2:32]([O:37][C:38]1[CH:43]=[CH:42][CH:41]=[C:40]([O:44]CCC(C)C)[CH:39]=1)[CH2:33][CH:34]([CH3:36])[CH3:35]>C(Cl)Cl.O.CN(C)C=O>[OH:44][C:40]1[CH:39]=[C:38]([O:37][CH2:32][CH2:33][CH:34]([CH3:36])[CH3:35])[CH:43]=[CH:42][C:41]=1[C:10]([C:9]1[CH:13]=[CH:14][C:15]([O:16][CH2:17][CH:18]([CH3:20])[CH3:19])=[C:7]([CH2:6][CH2:5][C:4]([O:3][CH2:1][CH3:2])=[O:21])[CH:8]=1)=[O:12] |f:2.3.4.5|. Reported procedure: In 10 ml of methylene chloride is dissolved 1.00 g of 3-(3-ethoxy-3-oxopropyl)-4-isobutoxybenzoic acid. After adding 0.36 ml of oxalyl chloride and 20 μl of N,N-dimethylformamide successively at ambient temperature, the mixture thus obtained is stirred at ambient temperature for one hour. Then, 0.95 g of aluminum chloride and 1.02 g of 1,3-diisopentyloxybenzene are successively added at 5-10° C., and stirred at the same temperature as above for 30 minutes and then at ambient temperature for 30 m... The reactants are crude product, C([O-])([O-])=O.[K+].[K+] (Potassium carbonate), C(CC)(=O)OCC(Br)Br (dibromoethyl propionate), OC1=C(C=CC=C1)O (Ortho-dihydroxybenzene). Run in CC(=O)C (acetone). Run at time 4 hour. Product: O1CCOC2=C1C=CC=C2.CCC(=O)[O-] (1,4-benzodioxan 2-ethylcarboxylate). The yield is 699.4%. As a reaction SMILES: [OH:1][C:2]1[CH:7]=[CH:6][CH:5]=[CH:4][C:3]=1[OH:8].C(=O)([O-])[O-].[K+].[K+].[C:15]([O:19]CC(Br)Br)(=[O:18])[CH2:16][CH3:17]>CC(C)=O>[O:1]1[C:2]2[CH:7]=[CH:6][CH:5]=[CH:4][C:3]=2[O:8][CH2:16][CH2:15]1.[CH3:17][CH2:16][C:15]([O-:19])=[O:18] |f:1.2.3,6.7|. Reported procedure: Ortho-dihydroxybenzene (11 g, 100 mmol) and anhydrous acetone (70 mL) were refluxed under nitrogen. Potassium carbonate (5 g, 36 mmol), dibromoethyl propionate (6.56 g, 25.3 mmol) were added portion-wise in sequence over a period of 1.5 hours. After 4 hours, the reaction was completed, which was confirmed by thin film chromatography. The crude product was cooled to room temperature, concentrated under reduced pressure to remove acetone, added with NaHCO3 solution, and extracted with ethyl acetat... The reactants are N1=CC=C(C=C1)C=1SC=C(N1)C=1C(NC2=CC(=CC=C2C1)C=O)=O (3-(2-pyridin-4-yl-thiazol-4-yl)-1H-quinolin-2-one-7-carbaldehyde), C(C)(C)NC (N-isopropyl-N-methylamine). Reaction SMILES: [N:1]1[CH:6]=[CH:5][C:4]([C:7]2[S:8][CH:9]=[C:10]([C:12]3[C:13](=[O:24])[NH:14][C:15]4[C:20]([CH:21]=3)=[CH:19][CH:18]=[C:17]([CH:22]=O)[CH:16]=4)[N:11]=2)=[CH:3][CH:2]=1.[CH:25]([NH:28][CH3:29])([CH3:27])[CH3:26]>>[CH:25]([N:28]([CH2:22][C:17]1[CH:16]=[C:15]2[C:20]([CH:21]=[C:12]([C:10]3[N:11]=[C:7]([C:4]4[CH:5]=[CH:6][N:1]=[CH:2][CH:3]=4)[S:8][CH:9]=3)[C:13](=[O:24])[NH:14]2)=[CH:19][CH:18]=1)[CH3:29])([CH3:27])[CH3:26]. Reported procedure: This compound was prepared according to the method described in example 8758 step (b) employing 3-(2-pyridin-4-yl-thiazol-4-yl)-1H-quinolin-2-one-7-carbaldehyde and N-isopropyl-N-methylamine to provide the desired compound as a yellow solid. MS m/z; 391.0 (M+1). The product is C(C)(C)N(C)CC1=CC=C2C=C(C(NC2=C1)=O)C=1N=C(SC1)C1=CC=NC=C1 (7-[(Isopropyl-methyl-amino)-methyl]-3-(2-pyridin-4-yl-thiazol-4-yl)-1H-quinolin-2-one). Reactants: CCOC(=O)c1c(S)n(C2CC2)c2c(OC)c(F)ccc2c1=O, COc1c(F)c(F)cc2c(=O)c3c(O)c(C#N)sc3n(C3CC3)c12. The product is COc1c(F)ccc2c(=O)c3c(O)c(C#N)sc3n(C3CC3)c12. Reaction SMILES: [CH:1]1([n:2]2[c:3]3[c:4]([cH:5][cH:6][c:7]([F:8])[c:9]3[O:10][CH3:11])[c:12](=[O:13])[c:14]([C:15]([O:16][CH2:17][CH3:18])=[O:19])[c:20]2[SH:21])[CH2:22][CH2:23]1.[CH:24]1([n:27]2[c:28]3[c:29]([c:30](=[O:41])[c:31]4[cH:32][c:33]([F:40])[c:34]([F:39])[c:35]([O:37][CH3:38])[c:36]24)[c:42]([OH:47])[c:43]([C:45]#[N:46])[s:44]3)[CH2:25][CH2:26]1>>[CH:24]1([n:27]2[c:28]3[c:29]([c:30](=[O:41])[c:31]4[cH:32][cH:33][c:34]([F:39])[c:35]([O:37][CH3:38])[c:36]24)[c:42]([OH:47])[c:43]([C:45]#[N:46])[s:44]3)[CH2:25][CH2:26]1. Starting materials: [Al+3], C1CCOC1, [H-], [H-], [H-], [H-], [Li+], COC(=O)C1CCCN1Cc1cccc(NC(=O)Nc2csc(-c3ccncc3)n2)n1. Product: O=C(Nc1cccc(CN2CCCC2CO)n1)Nc1csc(-c2ccncc2)n1. RXN SMILES: [Al+3:2].[CH2:38]1[O:39][CH2:40][CH2:41][CH2:42]1.[H-:1].[H-:4].[H-:5].[H-:6].[Li+:3].[n:7]1[cH:8][cH:9][c:10](-[c:13]2[s:14][cH:15][c:16]([NH:18][C:19]([NH:20][c:21]3[cH:22][cH:23][cH:24][c:25]([CH2:27][N:28]4[CH:29]([C:33](=[O:34])[O:35][CH3:36])[CH2:30][CH2:31][CH2:32]4)[n:26]3)=[O:37])[n:17]2)[cH:11][cH:12]1>>[n:7]1[cH:8][cH:9][c:10](-[c:13]2[s:14][cH:15][c:16]([NH:18][C:19]([NH:20][c:21]3[cH:22][cH:23][cH:24][c:25]([CH2:27][N:28]4[CH:29]([CH2:33][OH:34])[CH2:30][CH2:31][CH2:32]4)[n:26]3)=[O:37])[n:17]2)[cH:11][cH:12]1. Starting materials: ClC1=NC=CC(=C1)C1=NC(=NC=C1)NC1CCOCC1 (4-(2-chloro-4-pyridinyl)-N-(tetrahydro-2H-pyran-4-yl)-2-pyrimidinamine), ClC1=NC=CC(=C1)C1=NC(=NC=C1)NC1CCOCC1 (4-(2-chloro-4-pyridinyl)-N-(tetrahydro-2H-pyran-4-yl)-2-pyrimidinamine), FC=1C=C(N)C=CC1 (3-fluoroaniline), (±)-BINAP, C([O-])([O-])=O.[Cs+].[Cs+] (cesium carbonate). The reagents and catalysts are C(C)(=O)[O-].[Pd+2].C(C)(=O)[O-] (palladium(II) acetate). The solvent is C1(=CC=CC=C1)C (toluene). The product is FC=1C=C(C=CC1)NC1=NC=CC(=C1)C1=NC(=NC=C1)NC1CCOCC1 (4-[2-[(3-fluorophenyl)amino]-4-pyridinyl]-N-(tetrahydro-2H-pyran-4-yl)-2-pyrimidinamine). As a reaction SMILES: Cl[C:2]1[CH:7]=[C:6]([C:8]2[CH:13]=[CH:12][N:11]=[C:10]([NH:14][CH:15]3[CH2:20][CH2:19][O:18][CH2:17][CH2:16]3)[N:9]=2)[CH:5]=[CH:4][N:3]=1.[F:21][C:22]1[CH:23]=[C:24]([CH:26]=[CH:27][CH:28]=1)[NH2:25].C(=O)([O-])[O-].[Cs+].[Cs+]>C1(C)C=CC=CC=1.C([O-])(=O)C.[Pd+2].C([O-])(=O)C>[F:21][C:22]1[CH:23]=[C:24]([NH:25][C:2]2[CH:7]=[C:6]([C:8]3[CH:13]=[CH:12][N:11]=[C:10]([NH:14][CH:15]4[CH2:20][CH2:19][O:18][CH2:17][CH2:16]4)[N:9]=3)[CH:5]=[CH:4][N:3]=2)[CH:26]=[CH:27][CH:28]=1 |f:2.3.4,6.7.8|. Procedure: To a solution of 4-(2-chloro-4-pyridinyl)-N-(tetrahydro-2H-pyran-4-yl)-2-pyrimidinamine (i.e., the product of Step A) (500 mg, 1.7 mmol) in toluene (15 mL) was added 3-fluoroaniline (400 uL, 4.1 mmol), palladium(II) acetate (50 mg, 0.20 mmol), (±)-BINAP (100 mg, 0.16 mmol) and cesium carbonate (1.9 g, 5.8 mmol), and the resulting mixture was stirred at reflux for 4.5 h. The cooled mixture was partitioned between ethyl acetate and water, and the organic layer was washed with brine, dried over MgS... The reactants are O (water), O (water), ClC1=NC=NC(=N1)Cl (2,4-dichloro-1,3,5-triazine), CCN(C(C)C)C(C)C (DIEA), NC=1NC2=C(N1)C=CC=C2 (2-aminobenzimidazole). Run in CN(C)C=O (DMF), CN(C)C=O (DMF). Reaction conditions: temperature 0 celsius, time 1.9 hour. Product: ClC1=NC(=NC=N1)N1C(=NC2=C1C=CC=C2)N (1-(4-chloro-[1,3,5]triazin-2-yl)-1H-benzoimidazol-2-ylamine). The yield is 82.7%. RXN SMILES: Cl[C:2]1[N:7]=[C:6]([Cl:8])[N:5]=[CH:4][N:3]=1.CCN(C(C)C)C(C)C.[NH2:18][C:19]1[NH:20][C:21]2[CH:27]=[CH:26][CH:25]=[CH:24][C:22]=2[N:23]=1.O>CN(C=O)C>[Cl:8][C:6]1[N:5]=[CH:4][N:3]=[C:2]([N:20]2[C:21]3[CH:27]=[CH:26][CH:25]=[CH:24][C:22]=3[N:23]=[C:19]2[NH2:18])[N:7]=1. Procedure details: To 1.0 g (6.67 mmol) of 2,4-dichloro-1,3,5-triazine in 3 mL of DMF at 0° C. is added 1.16 mL (6.67 mmol) of DIEA. The resulting yellow solution is stirred at 0° C. for 10 min when-888 mg (6.67 mmol) of 2-aminobenzimidazole is added portionwise over 5 min, followed by an additional 1 mL of DMF. The resulting mixture is stirred at 0° C. for 1.9 h, then at RT for 3.25 h. At this point, the mixture is poured into 40 mL of stirring cold water with additional cold water rinses to a total volume of 100...